This data is from the Open Reaction Database (ORD), a public repository of structured organic reaction records. The task is: describe an organic reaction: reactants, conditions, products, and yield Starting materials: COC=1[C@@](C2=CC=CC=C2CC1)(CCC(C)C)C(=O)N1[C@H](CCC1)CO (((2R)-1-{[(1S)-2-methoxy-1-(3-methylbutyl)-1,4-dihydronaphthalen-1-yl]carbonyl}pyrrolidin-2-yl)methanol), C(C)(=O)OC(C)=O (acetic anhydride). The solvent is ClCCl (dichloromethane), N1=CC=CC=C1 (pyridine). Run at time 16 hour. Yields the product C(C)(=O)OC[C@@H]1N(CCC1)C(=O)[C@@]1(C(=CCC2=CC=CC=C12)OC)CCC(C)C (((2R)-1-{[(1S)-2-methoxy-1-(3-methylbutyl)-1,4-dihydronaphthalen-1-yl]carbonyl}pyrrolidin-2-yl)methyl acetate), solid. Yield: 83.0%. As a reaction SMILES: [CH3:1][O:2][C:3]1[C@:4]([C:18]([N:20]2[CH2:24][CH2:23][CH2:22][C@@H:21]2[CH2:25][OH:26])=[O:19])([CH2:13][CH2:14][CH:15]([CH3:17])[CH3:16])[C:5]2[C:10]([CH2:11][CH:12]=1)=[CH:9][CH:8]=[CH:7][CH:6]=2.[C:27](OC(=O)C)(=[O:29])[CH3:28]>N1C=CC=CC=1.ClCCl>[C:27]([O:26][CH2:25][C@H:21]1[CH2:22][CH2:23][CH2:24][N:20]1[C:18]([C@@:4]1([CH2:13][CH2:14][CH:15]([CH3:17])[CH3:16])[C:5]2[C:10](=[CH:9][CH:8]=[CH:7][CH:6]=2)[CH2:11][CH:12]=[C:3]1[O:2][CH3:1])=[O:19])(=[O:29])[CH3:28]. Procedure: To a solution of Example 171B (54 mg, 0.15 mmol) in anhydrous pyridine (0.5 mL) was added acetic anhydride (50 μL, 0.53 mmol). The resulting mixture was stirred under a N2 atmosphere at r.t. for 16 h, diluted with dichloromethane (10 mL), and extracted with 0.2 N HCl (2× 10 mL). The organic layer was dried over Na2SO4, and the crude product was purified by column chromatography on silica gel using a solvent gradient of 25-50% ethyl acetate in hexane. The title compound was obtained as a colorles... Starting materials: COC(=O)C1=NC(=CC(=C1Cl)NC(C)=O)Cl (4-acetylamino-3,6-dichloropyridine carboxylic acid methyl ester), ClC1=CC(=C(C=C1OC)B1OCCCO1)F (2-(4-chloro-2-fluoro-5-methoxyphenyl)-[1,3,2]-dioxaborinane), [F-].[Cs+] (cesium fluoride), C1(=CC=CC=C1)P(CCCCP(C1=CC=CC=C1)C1=CC=CC=C1)C1=CC=CC=C1 (1,4-bis(diphenylphosphino)butane). The reagents and catalysts are C(C)(=O)[O-].[Pd+2].C(C)(=O)[O-] (palladium acetate). The solvent is C(C)#N (acetonitrile), O (Water). Yields the product COC(=O)C1=NC(=CC(=C1Cl)NC(C)=O)C1=C(C=C(C(=C1)OC)Cl)F (4-acetylamino-3-chloro-6-(4-chloro-2-fluoro-5-methoxyphenyl)pyridine-2-carboxylic acid methyl ester). The yield is 75.0%. As a reaction SMILES: [CH3:1][O:2][C:3]([C:5]1[C:10]([Cl:11])=[C:9]([NH:12][C:13](=[O:15])[CH3:14])[CH:8]=[C:7](Cl)[N:6]=1)=[O:4].[Cl:17][C:18]1[C:23]([O:24][CH3:25])=[CH:22][C:21](B2OCCCO2)=[C:20]([F:32])[CH:19]=1.[F-].[Cs+].C1(P(C2C=CC=CC=2)CCCCP(C2C=CC=CC=2)C2C=CC=CC=2)C=CC=CC=1>C(#N)C.C([O-])(=O)C.[Pd+2].C([O-])(=O)C.O>[CH3:1][O:2][C:3]([C:5]1[C:10]([Cl:11])=[C:9]([NH:12][C:13](=[O:15])[CH3:14])[CH:8]=[C:7]([C:21]2[CH:22]=[C:23]([O:24][CH3:25])[C:18]([Cl:17])=[CH:19][C:20]=2[F:32])[N:6]=1)=[O:4] |f:2.3,6.7.8|. Procedure: A solution of 4-acetylamino-3,6-dichloropyridine carboxylic acid methyl ester (4.3 g, 0.016 mol), 2-(4-chloro-2-fluoro-5-methoxyphenyl)-[1,3,2]-dioxaborinane (4.5 g, 0.018 mol), cesium fluoride (3.5 g, 0.025 mol), and 1,4-bis(diphenylphosphino)butane (0.360 g, 0.0016 mol) in acetonitrile (100 mL) was degassed with nitrogen for 15 minutes before palladium acetate (0.180 g, 0.0016 mol) was added and the solution heated under reflux for 18 hours. Water (150 mL) was added and the resulting solid col... Starting materials: CC(C)(C)OC(=O)N1CCC(O)(c2cnc3ccccn23)CC1, ClCCl. Product: OC1(c2cnc3ccccn23)CCNCC1. Reaction SMILES: [C:1]([O:2][C:3](=[O:4])[N:8]1[CH2:9][CH2:10][C:11]([c:14]2[cH:15][n:16][c:17]3[n:18]2[cH:19][cH:20][cH:21][cH:22]3)([OH:23])[CH2:12][CH2:13]1)([CH3:5])([CH3:6])[CH3:7].[Cl:24][CH2:25][Cl:26]>>[NH:8]1[CH2:9][CH2:10][C:11]([c:14]2[cH:15][n:16][c:17]3[n:18]2[cH:19][cH:20][cH:21][cH:22]3)([OH:23])[CH2:12][CH2:13]1. Reactants: CN(C)C=C1CCC=2C(=NN(C2C1=O)CCO)C(=O)OCC (ethyl 6-[(dimethylamino)methylene]-7-oxo-1-(2-hydroxy-ethyl)-4,5,6,7-tetrahydro-1H-indazole-3-carboxylate), CN1CCN(CC1)C=1C=CC(=C(C1)NC(=N)N)OC(F)(F)F (N-[5-(4-methyl-piperazin-1-yl)-2-trifluoromethoxy-phenyl]-guanidine), O (water). Run in CN(C)C=O (DMF). Run at temperature 110 celsius, time 4 hour. Yields the product OCCN1N=C(C=2CCC=3C=NC(=NC3C21)NC2=C(C=CC(=C2)N2CCN(CC2)C)OC(F)(F)F)C(=O)OCC (Ethyl 1-(2-hydroxy-ethyl)-8-[5-(4-methyl-piperazin-1-yl)-2-trifluoromethoxy-phenylamino]-4,5-dihydro-1H-pyrazolo[4,3-h]quinazoline-3-carboxylate). Yield: 61.1%. Reaction SMILES: CN([CH:4]=[C:5]1[C:13](=O)[C:12]2[N:11]([CH2:15][CH2:16][OH:17])[N:10]=[C:9]([C:18]([O:20][CH2:21][CH3:22])=[O:19])[C:8]=2[CH2:7][CH2:6]1)C.[CH3:23][N:24]1[CH2:29][CH2:28][N:27]([C:30]2[CH:31]=[CH:32][C:33]([O:40][C:41]([F:44])([F:43])[F:42])=[C:34]([NH:36][C:37]([NH2:39])=[NH:38])[CH:35]=2)[CH2:26][CH2:25]1.O>CN(C=O)C>[OH:17][CH2:16][CH2:15][N:11]1[C:12]2[C:13]3[N:39]=[C:37]([NH:36][C:34]4[CH:35]=[C:30]([N:27]5[CH2:28][CH2:29][N:24]([CH3:23])[CH2:25][CH2:26]5)[CH:31]=[CH:32][C:33]=4[O:40][C:41]([F:44])([F:42])[F:43])[N:38]=[CH:4][C:5]=3[CH2:6][CH2:7][C:8]=2[C:9]([C:18]([O:20][CH2:21][CH3:22])=[O:19])=[N:10]1. Reported procedure: To a solution of 2.66 g (8.34 mmol) of ethyl 6-[(dimethylamino)methylene]-7-oxo-1-(2-hydroxy-ethyl)-4,5,6,7-tetrahydro-1H-indazole-3-carboxylate in 15 mL of DMF, 2.64 g (8.34 mmol) of N-[5-(4-methyl-piperazin-1-yl)-2-trifluoromethoxy-phenyl]-guanidine was added. The mixture was stirred for 4 h at 110° C. After cooling the mixture was poured into water (100 mL) and stirred for 30 minutes. The precipitate was filtered, washed with water and dried to yield 2.86 g of title compound (61%). Starting materials: NC=1OC[C@]2(N1)C1=CC(=CC=C1OC1=NC=C(C=C12)Br)O ((S)-2′-amino-3-bromo-5′H-spiro[chromeno[2,3-b]pyridine-5,4′-oxazol]-7-ol), C[Si](C#CC1(COC1)C)(C)C (trimethyl((3-methyloxetan-3-yl)ethynyl)silane), [F-].C(CCC)[N+](CCCC)(CCCC)CCCC (tetra-n-butylammonium fluoride). Reagents/catalysts: C=1C=CC(=CC1)[P](C=2C=CC=CC2)(C=3C=CC=CC3)[Pd]([P](C=4C=CC=CC4)(C=5C=CC=CC5)C=6C=CC=CC6)([P](C=7C=CC=CC7)(C=8C=CC=CC8)C=9C=CC=CC9)[P](C=1C=CC=CC1)(C=1C=CC=CC1)C=1C=CC=CC1 (tetrakis(triphenylphosphine)palladium), [Cu]I (copper(i) iodide). The solvent is [Cl-].[Na+].O (brine). Conditions: temperature 70 celsius. Yields the product NC=1OC[C@]2(N1)C1=CC(=CC=C1OC1=NC=C(C=C12)C#CC1(COC1)C)O ((S)-2′-amino-3-((3-methyloxetan-3-yl)ethynyl)-5′H-spiro[chromeno[2,3-b]pyridine-5,4′-oxazol]-7-ol). As a reaction SMILES: [NH2:1][C:2]1[O:3][CH2:4][C@:5]2([C:19]3[C:14](=[N:15][CH:16]=[C:17](Br)[CH:18]=3)[O:13][C:12]3[C:7]2=[CH:8][C:9]([OH:21])=[CH:10][CH:11]=3)[N:6]=1.C[Si](C)(C)[C:24]#[C:25][C:26]1([CH3:30])[CH2:29][O:28][CH2:27]1.[F-].C([N+](CCCC)(CCCC)CCCC)CCC>[Cl-].[Na+].O.C1C=CC([P]([Pd]([P](C2C=CC=CC=2)(C2C=CC=CC=2)C2C=CC=CC=2)([P](C2C=CC=CC=2)(C2C=CC=CC=2)C2C=CC=CC=2)[P](C2C=CC=CC=2)(C2C=CC=CC=2)C2C=CC=CC=2)(C2C=CC=CC=2)C2C=CC=CC=2)=CC=1.[Cu]I>[NH2:1][C:2]1[O:3][CH2:4][C@:5]2([C:19]3[C:14](=[N:15][CH:16]=[C:17]([C:24]#[C:25][C:26]4([CH3:30])[CH2:29][O:28][CH2:27]4)[CH:18]=3)[O:13][C:12]3[C:7]2=[CH:8][C:9]([OH:21])=[CH:10][CH:11]=3)[N:6]=1 |f:2.3,4.5.6,^1:57,59,78,97|. Procedure details: A sealable tube was charged with (S)-2′-amino-3-bromo-5′H-spiro[chromeno[2,3-b]pyridine-5,4′-oxazol]-7-ol (3.00 g, 8.62 mmol), tetrakis(triphenylphosphine)palladium (0.996 g, 0.862 mmol), copper(i) iodide (0.164 g, 0.862 mmol). To this was added trimethyl((3-methyloxetan-3-yl)ethynyl)silane (2.90 g, 17.23 mmol) followed by tetra-n-butylammonium fluoride (1 M in THF) (25.9 mL, 25.9 mmol). The resulting brown solution was flushed with argon and heated at 70° C. for 5 hours. The reaction was cooled... Reactants: COc1cc(CCNC(=O)OC(C)(C)C)ccc1F, CI, CN(C)C=O, [H-], [Na+], O. Yields the product COc1cc(CCN(C)C(=O)OC(C)(C)C)ccc1F. RXN SMILES: [C:1]([CH3:2])([CH3:3])([CH3:4])[O:5][C:6]([NH:7][CH2:8][CH2:9][c:10]1[cH:11][c:12]([O:17][CH3:18])[c:13]([F:16])[cH:14][cH:15]1)=[O:19].[CH3:22][I:23].[CH3:25][N:26]([CH3:27])[CH:28]=[O:29].[H-:20].[Na+:21].[OH2:24]>>[C:1]([CH3:2])([CH3:3])([CH3:4])[O:5][C:6]([N:7]([CH2:8][CH2:9][c:10]1[cH:11][c:12]([O:17][CH3:18])[c:13]([F:16])[cH:14][cH:15]1)[CH3:22])=[O:19]. Starting materials: OC1CN2C(C(CCCOCC=CC3CC3(NC(C2C1)=O)C(=O)NS(=O)(=O)C1CC1)NC(=O)OC(C)(C)C)=O (18-hydroxy-14-tert-butoxycarbonylamino-4-cyclopropylsulfonylaminocarbonyl-2,15-dioxo-3,16-diaza-10-oxatricyclo[14.3.0.04,6]-nonadec-7-ene), C(=O)(OC)C1=C(C=CC=C1)N=C=O (2-carbomethoxyphenyl isocyanate). Yields the product C(=O)(OC)C1=C(C=CC=C1)NC(=O)OC1CN2C(C(CCCOCC=CC3CC3(NC(C2C1)=O)C(=O)NS(=O)(=O)C1CC1)NC(=O)OC(C)(C)C)=O (18-(2-carbomethoxyphenylaminocarbonyloxy)-14-tert-butoxycarbonylamino-4-cyclopropylsulfonylaminocarbonyl-2,15-dioxo-3,16-diaza-10-oxatricyclo-[14.3.0.04,6]-nonadec-7-ene). Yield: 40.5%. RXN SMILES: [OH:1][CH:2]1[CH2:20][CH:19]2[N:4]([C:5](=[O:39])[CH:6]([NH:31][C:32]([O:34][C:35]([CH3:38])([CH3:37])[CH3:36])=[O:33])[CH2:7][CH2:8][CH2:9][O:10][CH2:11][CH:12]=[CH:13][CH:14]3[C:16]([C:22]([NH:24][S:25]([CH:28]4[CH2:30][CH2:29]4)(=[O:27])=[O:26])=[O:23])([NH:17][C:18]2=[O:21])[CH2:15]3)[CH2:3]1.[C:40]([C:44]1[CH:49]=[CH:48][CH:47]=[CH:46][C:45]=1[N:50]=[C:51]=[O:52])([O:42][CH3:43])=[O:41]>>[C:40]([C:44]1[CH:49]=[CH:48][CH:47]=[CH:46][C:45]=1[NH:50][C:51]([O:1][CH:2]1[CH2:20][CH:19]2[N:4]([C:5](=[O:39])[CH:6]([NH:31][C:32]([O:34][C:35]([CH3:36])([CH3:38])[CH3:37])=[O:33])[CH2:7][CH2:8][CH2:9][O:10][CH2:11][CH:12]=[CH:13][CH:14]3[C:16]([C:22]([NH:24][S:25]([CH:28]4[CH2:29][CH2:30]4)(=[O:26])=[O:27])=[O:23])([NH:17][C:18]2=[O:21])[CH2:15]3)[CH2:3]1)=[O:52])([O:42][CH3:43])=[O:41]. Reported procedure: Prepared by way of method III using 18-hydroxy-14-tert-butoxycarbonylamino-4-cyclopropylsulfonylaminocarbonyl-2,15-dioxo-3,16-diaza-10-oxatricyclo[14.3.0.04,6]-nonadec-7-ene (100 mg, 0.175 mmol) and 2-carbomethoxyphenyl isocyanate (62 mg, 0.35 mmol). The final trituration (diethyl ether/hexane) and filtration gave 53 mg (41%) of 18-(2-carbomethoxyphenylaminocarbonyloxy)-14-tert-butoxycarbonylamino-4-cyclopropylsulfonylaminocarbonyl-2,15-dioxo-3,16-diaza-10-oxatricyclo-[14.3.0.04,6]-nonadec-7-ene... Reactants: O=C(O)Cc1cc(F)cc(F)c1, CCc1cccc(N)c1. Reagents/catalysts: CN(C)C(=[N+](C)C)ON1C2=C(C=CC=N2)N=N1.F[P-](F)(F)(F)(F)F (HATU). Solvent: CN(C)C=O (DMF), CN(C)C=O (DMF), CN(C)C=O (DMF), CN(C)C=O (DMF), CN(C)C=O (DMF), CN(C)C=O (DMF). Conditions: temperature 25 celsius, time 2 hour. Product: CCc1cccc(NC(=O)Cc2cc(F)cc(F)c2)c1. Isolated yield 35.5%. RXN SMILES: CCc1cccc(N)c1.O=C(O)Cc1cc(F)cc(F)c1.CN(C)C(=[N+](C)C)ON1C2=C(C=CC=N2)N=N1.F[P-](F)(F)(F)(F)F.CN(C)C=O>>CCc1cccc(NC(=O)Cc2cc(F)cc(F)c2)c1. Yield: 24.7%. Reported procedure: Under a nitrogen atmosphere, a 3.0M solution of methylmagnesium bromide in diethyl ether (3.7 ml, 11.1 mmol) was added dropwise over 5 minutes to a 1M solution of lithium bis(trimethylsilyl)amide in tetrahydrofuran (22 ml, 22 mmol) at −50° C. (dry ice-acetone bath), followed by stirring as it was for 1 hour. Then, a solution of ethyl (E)-3-(2-furyl)-2-(4-pyridyl)-2-propenoate (2.4 g, 9.87 mmol) in tetrahydrofuran (20 ml) was added dropwise thereinto over 5 minutes. The reaction mixture was stirr... Run at time 1 hour. Run in O1CCCC1 (tetrahydrofuran), O1CCCC1 (tetrahydrofuran). Yields the product O1C(=CC=C1)/C=C(/C(C)=O)\C1=CC=NC=C1 ((E)-4-(2-Furyl)-3-(4-pyridyl)-3-buten-2-one). Starting materials: O1C(=CC=C1)/C=C(/C(=O)OCC)\C1=CC=NC=C1 (ethyl (E)-3-(2-furyl)-2-(4-pyridyl)-2-propenoate), solution, C[Mg]Br (methylmagnesium bromide), C(C)OCC (diethyl ether), solution, C[Si](C)(C)[N-][Si](C)(C)C.[Li+] (lithium bis(trimethylsilyl)amide), C(=O)=O.CC(=O)C (dry ice acetone). RXN SMILES: C[Mg]Br.[CH2:4](OCC)C.C[Si]([N-][Si](C)(C)C)(C)C.[Li+].C(=O)=O.CC(C)=O.[O:26]1[CH:30]=[CH:29][CH:28]=[C:27]1/[CH:31]=[C:32](\[C:38]1[CH:43]=[CH:42][N:41]=[CH:40][CH:39]=1)/[C:33]([O:35]CC)=O>O1CCCC1>[O:26]1[CH:30]=[CH:29][CH:28]=[C:27]1/[CH:31]=[C:32](\[C:38]1[CH:39]=[CH:40][N:41]=[CH:42][CH:43]=1)/[C:33](=[O:35])[CH3:4] |f:2.3,4.5|. The reactants are ClC=1C(=NC(=NC1Cl)C)N (5,6-dichloro-2-methylpyrimidin-4-amine), NCC1CCN(CC1)C(=O)OC(C)(C)C (tert-butyl 4-(aminomethyl)piperidine-1-carboxylate), O(C1=CC=CC=C1)C1=CC=C(C=C1)B(O)O ((4-phenoxyphenyl)boronic acid), C(C=C)(=O)Cl (acryloyl chloride). Yields the product NC1=C(C(=NC(=N1)C)NCC1CCN(CC1)C(C=C)=O)C1=CC=C(C=C1)OC1=CC=CC=C1 (1-(4-(((6-amino-2-methyl-5-(4-phenoxyphenyl)pyrimidin-4-yl)amino)methyl)piperidin-1-yl)prop-2-en-1-one). RXN SMILES: Cl[C:2]1[C:3]([NH2:10])=[N:4][C:5]([CH3:9])=[N:6][C:7]=1Cl.[NH2:11][CH2:12][CH:13]1[CH2:18][CH2:17][N:16]([C:19]([O:21]C(C)(C)C)=O)[CH2:15][CH2:14]1.[O:26]([C:33]1[CH:38]=[CH:37][C:36](B(O)O)=[CH:35][CH:34]=1)[C:27]1[CH:32]=[CH:31][CH:30]=[CH:29][CH:28]=1.[C:42](Cl)(=O)[CH:43]=C>>[NH2:10][C:3]1[N:4]=[C:5]([CH3:9])[N:6]=[C:7]([NH:11][CH2:12][CH:13]2[CH2:14][CH2:15][N:16]([C:19](=[O:21])[CH:42]=[CH2:43])[CH2:17][CH2:18]2)[C:2]=1[C:30]1[CH:31]=[CH:32][C:27]([O:26][C:33]2[CH:38]=[CH:37][CH:36]=[CH:35][CH:34]=2)=[CH:28][CH:29]=1. Reported procedure: 1-(4-(((6-amino-2-methyl-5-(4-phenoxyphenyl)pyrimidin-4-yl)amino)methyl)piperidin-1-yl)prop-2-en-1-one was prepared from 5,6-dichloro-2-methylpyrimidin-4-amine, tert-butyl 4-(aminomethyl)piperidine-1-carboxylate, (4-phenoxyphenyl)boronic acid, and acryloyl chloride using methods B, C, D, and F. HPLC purity: 100%. MS: m/z=444 [M+H]+.